From a dataset of the Open Reaction Database (ORD), a public repository of structured organic reaction records. describe an organic reaction: reactants, conditions, products, and yield Reactants: BrCc1ccc(-c2ccccc2-c2nnnn2C(c2ccccc2)(c2ccccc2)c2ccccc2)cc1, CN(C)C=O, [H-], [Na+], COC(=O)C1c2nc[nH]c2CCN1C(=O)C(c1ccccc1)c1ccccc1. Product: COC(=O)C1c2c(ncn2Cc2ccc(-c3ccccc3-c3nnnn3C(c3ccccc3)(c3ccccc3)c3ccccc3)cc2)CCN1C(=O)C(c1ccccc1)c1ccccc1. RXN SMILES: [C:31]([c:32]1[cH:33][cH:34][cH:35][cH:36][cH:37]1)([c:38]1[cH:39][cH:40][cH:41][cH:42][cH:43]1)([c:44]1[cH:45][cH:46][cH:47][cH:48][cH:49]1)[n:50]1[n:51][n:52][n:53][c:54]1-[c:55]1[c:56](-[c:61]2[cH:62][cH:63][c:64]([CH2:67][Br:68])[cH:65][cH:66]2)[cH:57][cH:58][cH:59][cH:60]1.[CH3:69][N:70]([CH3:71])[CH:72]=[O:73].[H-:29].[Na+:30].[c:1]1([CH:7]([C:8](=[O:9])[N:10]2[CH:11]([C:19](=[O:20])[O:21][CH3:22])[c:12]3[c:13]([nH:16][cH:17][n:18]3)[CH2:14][CH2:15]2)[c:23]2[cH:24][cH:25][cH:26][cH:27][cH:28]2)[cH:2][cH:3][cH:4][cH:5][cH:6]1>>[c:1]1([CH:7]([C:8](=[O:9])[N:10]2[CH:11]([C:19](=[O:20])[O:21][CH3:22])[c:12]3[c:13]([n:16][cH:17][n:18]3[CH2:67][c:64]3[cH:63][cH:62][c:61](-[c:56]4[c:55](-[c:54]5[n:50]([C:31]([c:32]6[cH:33][cH:34][cH:35][cH:36][cH:37]6)([c:38]6[cH:39][cH:40][cH:41][cH:42][cH:43]6)[c:44]6[cH:45][cH:46][cH:47][cH:48][cH:49]6)[n:51][n:52][n:53]5)[cH:60][cH:59][cH:58][cH:57]4)[cH:66][cH:65]3)[CH2:14][CH2:15]2)[c:23]2[cH:24][cH:25][cH:26][cH:27][cH:28]2)[cH:2][cH:3][cH:4][cH:5][cH:6]1. Reactants: COc1cc2c(cc1Nc1nc(Nc3cccc(F)c3C(N)=O)c3ccn(S(=O)(=O)c4ccc(C)cc4)c3n1)N(C(C)=O)CC2, C1CCOC1, CN. Yields the product CNC(=O)c1c(F)cccc1Nc1nc(Nc2cc3c(cc2OC)CCN3C(C)=O)nc2c1ccn2S(=O)(=O)c1ccc(C)cc1. As a reaction SMILES: [C:1]([CH3:2])(=[O:3])[N:4]1[CH2:5][CH2:6][c:7]2[cH:8][c:9]([O:44][CH3:45])[c:10]([NH:13][c:14]3[n:15][c:16]([NH:33][c:34]4[c:35]([C:36](=[O:37])[NH2:38])[c:39]([F:43])[cH:40][cH:41][cH:42]4)[c:17]4[c:18]([n:19]3)[n:20]([S:23](=[O:24])(=[O:25])[c:26]3[cH:27][cH:28][c:29]([CH3:32])[cH:30][cH:31]3)[cH:21][cH:22]4)[cH:11][c:12]21.[CH2:48]1[O:49][CH2:50][CH2:51][CH2:52]1.[CH3:46][NH2:47]>>[C:1]([CH3:2])(=[O:3])[N:4]1[CH2:5][CH2:6][c:7]2[cH:8][c:9]([O:44][CH3:45])[c:10]([NH:13][c:14]3[n:15][c:16]([NH:33][c:34]4[c:35]([C:36](=[O:37])[NH:38][CH3:46])[c:39]([F:43])[cH:40][cH:41][cH:42]4)[c:17]4[c:18]([n:19]3)[n:20]([S:23](=[O:24])(=[O:25])[c:26]3[cH:27][cH:28][c:29]([CH3:32])[cH:30][cH:31]3)[cH:21][cH:22]4)[cH:11][c:12]21. The reactants are FC1=CC=C(C=C1)C=1NC(=CC1C1=CC=NC=C1)C1=CC=C(C=C1)S(=O)C (2-(4-fluorophenyl)-5-(4-methylsulfinylphenyl)-3-(4-pyridyl) pyrrole), OO (hydrogen peroxide), OO (hydrogen peroxide). Reagents/catalysts: O.O.[O-][W](=O)(=O)[O-].[Na+].[Na+] (sodium tungstate dihydrate). Run in CO (methanol), C(C)(=O)OCC (ethyl acetate). Yields the product FC1=CC=C(C=C1)C=1NC(=CC1C1=CC=NC=C1)C1=CC=C(C=C1)S(=O)(=O)C (2-(4-fluorophenyl)-5-(4-methylsulfonylphenyl)-3-(4-pyridyl) pyrrole). RXN SMILES: [F:1][C:2]1[CH:7]=[CH:6][C:5]([C:8]2[NH:9][C:10]([C:19]3[CH:24]=[CH:23][C:22]([S:25]([CH3:27])=[O:26])=[CH:21][CH:20]=3)=[CH:11][C:12]=2[C:13]2[CH:18]=[CH:17][N:16]=[CH:15][CH:14]=2)=[CH:4][CH:3]=1.[OH:28]O>CO.C(OCC)(=O)C.O.O.[O-][W]([O-])(=O)=O.[Na+].[Na+]>[F:1][C:2]1[CH:3]=[CH:4][C:5]([C:8]2[NH:9][C:10]([C:19]3[CH:24]=[CH:23][C:22]([S:25]([CH3:27])(=[O:28])=[O:26])=[CH:21][CH:20]=3)=[CH:11][C:12]=2[C:13]2[CH:18]=[CH:17][N:16]=[CH:15][CH:14]=2)=[CH:6][CH:7]=1 |f:4.5.6.7.8|. Procedure: 0.5 g (1.4 mmol) of the product of Example 44 was dissolved in a mixture of 4 mL of methanol and 16 mL of ethyl acetate. The solution was treated 0.045 g sodium tungstate dihydrate and 0.63 mL (5.6 mmol) of 30% hydrogen peroxide solution while heating at reflux over a period of 4 hours. A further 0.3 mL (2.8 mmol) hydrogen peroxide was added. The mixture was refluxed overnight and then cooled to room temperature. A white solid was recovered by filtration and was washed with water to provide the ... Reactants: OC1=CC=C(C(=O)OC)C=C1 (methyl 4-hydroxybenzoate), C(CCCCCCCCCCCCC)Br (tetradecylbromide), C([O-])([O-])=O.[K+].[K+] (potassium carbonate), [I-].[Na+] (sodium iodide), ice water. Solvent: CC(=O)C (acetone). Yields the product C(CCCCCCCCCCCCC)OC1=CC=C(C(=O)OC)C=C1 (Methyl p-(tetradecyloxy)benzoate). Yield: 8.1%. RXN SMILES: [OH:1][C:2]1[CH:11]=[CH:10][C:5]([C:6]([O:8][CH3:9])=[O:7])=[CH:4][CH:3]=1.[CH2:12](Br)[CH2:13][CH2:14][CH2:15][CH2:16][CH2:17][CH2:18][CH2:19][CH2:20][CH2:21][CH2:22][CH2:23][CH2:24][CH3:25].C(=O)([O-])[O-].[K+].[K+].[I-].[Na+]>CC(C)=O>[CH2:25]([O:1][C:2]1[CH:3]=[CH:4][C:5]([C:6]([O:8][CH3:9])=[O:7])=[CH:10][CH:11]=1)[CH2:24][CH2:23][CH2:22][CH2:21][CH2:20][CH2:19][CH2:18][CH2:17][CH2:16][CH2:15][CH2:14][CH2:13][CH3:12] |f:2.3.4,5.6|. Procedure details: A well stirred mixture of 100 g of methyl 4-hydroxybenzoate, 182.25 g of tetradecylbromide, 136.26 g of potassium carbonate and 4.93 g of sodium iodide in 1-liter of acetone is refluxed for 48 hours. The mixture is poured into ice water, the solid collected and washed with water. The solid is dissolved in chloroform and washed with 1N sodium hydroxide, dried and evaporated to a residue which is crystallized from hexanes to give 18.5 g of the desired product as a white solid, m.p. 64°-66° C. Starting materials: FC1=CC=C(C=C1)C(CC1=CC=C(C=C1)SC)=O (1-(4-fluorophenyl)-2-(4-(methylthio)phenyl)ethan-1-one), COC(N(C)C)OC (dimethylformamide dimethyl acetal). The solvent is CN(C=O)C (dimethylformamide). Run at temperature 75 celsius. The product is CN(C)C=C(C(=O)C1=CC=C(C=C1)F)C1=CC=C(C=C1)SC (1-(N,N-dimethylamino)-3-(4-fluorophenyl)-2-[4-(methylthio)phenyl]prop-1-en-3-one). Reaction SMILES: [F:1][C:2]1[CH:7]=[CH:6][C:5]([C:8](=[O:18])[CH2:9][C:10]2[CH:15]=[CH:14][C:13]([S:16][CH3:17])=[CH:12][CH:11]=2)=[CH:4][CH:3]=1.CO[CH:21](OC)[N:22]([CH3:24])[CH3:23]>CN(C)C=O>[CH3:21][N:22]([CH:24]=[C:9]([C:10]1[CH:15]=[CH:14][C:13]([S:16][CH3:17])=[CH:12][CH:11]=1)[C:8]([C:5]1[CH:4]=[CH:3][C:2]([F:1])=[CH:7][CH:6]=1)=[O:18])[CH3:23]. Procedure details: To a 500 ml 2-necked flask fitted with a thermometer and magnetic stirrer was added 20 g (76.9 mMol) of 1-(4-fluorophenyl)-2-(4-(methylthio)phenyl)ethan-1-one, Example 1, Step 3, 18.3 g (154 mMol) of dimethylformamide dimethyl acetal and 50 ml dry dimethylformamide (DMF). The reaction mixture was heated to 75° C. for 3 hours, cooled to room temperature and evaporated to dryness and to recover 26.1 g a yellowish orange solid. Reactants: O=C(O)c1ccc(Br)cc1F, C1COCCN1, CCN(C(C)C)C(C)C, O=C(Cl)C(=O)Cl, ClCCl, O=C(Cl)c1ccc(Br)cc1F, O. Yields the product O=C(c1ccc(Br)cc1F)N1CCOCC1. RXN SMILES: [Br:7][c:8]1[cH:9][c:10]([F:17])[c:11]([C:12](=[O:13])[OH:14])[cH:15][cH:16]1.[CH2:38]1[CH2:39][O:40][CH2:41][CH2:42][NH:43]1.[CH:29]([N:30]([CH:31]([CH3:32])[CH3:33])[CH2:34][CH3:35])([CH3:36])[CH3:37].[Cl:1][C:2]([C:3]([Cl:4])=[O:5])=[O:6].[Cl:44][CH2:45][Cl:46].[F:18][c:19]1[cH:20][c:21]([Br:22])[cH:23][cH:24][c:25]1[C:26]([Cl:27])=[O:28].[OH2:47]>>[Br:7][c:8]1[cH:9][c:10]([F:17])[c:11]([C:12](=[O:14])[N:43]2[CH2:38][CH2:39][O:40][CH2:41][CH2:42]2)[cH:15][cH:16]1.